From a dataset of the Open Reaction Database (ORD), a public repository of structured organic reaction records. describe an organic reaction: reactants, conditions, products, and yield Starting materials: CC(=O)O, CCOC1CC(O)CC(CCc2ccc(Cl)cc2Cl)O1. The product is OC1CC(O)OC(CCc2ccc(Cl)cc2Cl)C1. Reaction SMILES: [CH3:21][C:22](=[O:23])[OH:24].[Cl:1][c:2]1[c:3]([CH2:9][CH2:10][CH:11]2[CH2:12][CH:13]([OH:20])[CH2:14][CH:15]([O:17][CH2:18][CH3:19])[O:16]2)[cH:4][cH:5][c:6]([Cl:8])[cH:7]1>>[Cl:1][c:2]1[c:3]([CH2:9][CH2:10][CH:11]2[CH2:12][CH:13]([OH:20])[CH2:14][CH:15]([OH:17])[O:16]2)[cH:4][cH:5][c:6]([Cl:8])[cH:7]1. Solvent: CO (methanol). Yield: 91.0%. Reported procedure: 125 g (1 mol) of 80% strength aqueous 2,2-dimethyl-3-hydroxypropanal (crude mixture from the synthesis, reduced to a water content of 20% by distillation), 109 g (0.9 mol) of 2,6-dimethylphenol, 12 g (0.11 mol) of 40% strength aqueous dimethylamine and 700 g of methanol are reacted in a stirred autoclave at 180° C. and under the autogenous pressure of 20-30 bar for 10 h. Workup of the reaction mixture by distillation yields 168 g (91%) of 3-(3,5-dimethyl-4-hydroxyphenyl)-2,2-dimethylpropanal (bo... Product: CC=1C=C(C=C(C1O)C)CC(C=O)(C)C (3-(3,5-dimethyl-4-hydroxyphenyl)-2,2-dimethylpropanal). RXN SMILES: [CH3:1][C:2]([CH3:7])([CH2:5][OH:6])[CH:3]=O.O.[CH3:9][C:10]1[CH:15]=[CH:14][CH:13]=[C:12]([CH3:16])[C:11]=1[OH:17].CNC>CO>[CH3:9][C:10]1[CH:15]=[C:14]([CH2:3][C:2]([CH3:1])([CH3:7])[CH:5]=[O:6])[CH:13]=[C:12]([CH3:16])[C:11]=1[OH:17]. Reactants: CC(C=O)(CO)C (2,2-dimethyl-3-hydroxypropanal), O (water), CC1=C(C(=CC=C1)C)O (2,6-dimethylphenol), CNC (dimethylamine). Product: Cl.ClC1=C2C=CC=CC2=C(C2=CC=CC=C12)CNC(CO)(CO)C (2-((10-chloro-9-anthracenylmethyl)amino)-2-methyl-1,3-propanediol hydrochloride). Procedure details: Using the reductive animation procedure outlined in 1, 10-chloro-anthracene-9-carbaldehyde (Aldrich) and 2-amino-2-methyl-1,3-propanediol (Aldrich) gave 2-((10-chloro-9-anthracenylmethyl)amino)-2-methyl-1,3-propanediol hydrochloride mp 268°-269° (dec), (CH3OH/Et2O), (C, H, Cl, N). Reaction SMILES: [Cl:1][C:2]1[C:15]2[C:10](=[CH:11][CH:12]=[CH:13][CH:14]=2)[C:9]([CH:16]=O)=[C:8]2[C:3]=1[CH:4]=[CH:5][CH:6]=[CH:7]2.[NH2:18][C:19]([CH3:24])([CH2:22][OH:23])[CH2:20][OH:21]>>[ClH:1].[Cl:1][C:2]1[C:3]2[C:8](=[CH:7][CH:6]=[CH:5][CH:4]=2)[C:9]([CH2:16][NH:18][C:19]([CH3:24])([CH2:22][OH:23])[CH2:20][OH:21])=[C:10]2[C:15]=1[CH:14]=[CH:13][CH:12]=[CH:11]2 |f:2.3|. Starting materials: ClC1=C2C=CC=CC2=C(C2=CC=CC=C12)C=O (10-chloro-anthracene-9-carbaldehyde), NC(CO)(CO)C (2-amino-2-methyl-1,3-propanediol). The reactants are ClC1=C(C#N)C=CC(=C1)F (2-chloro-4-florobenzonitrile), N1C(CCC1)=O (2-pyrrolidinone), C([O-])([O-])=O.[Cs+].[Cs+] (cesium carbonate). Run in CN(C)C=O (DMF), C(C)(=O)OCC (ethyl acetate). Run at temperature 100 celsius. Yields the product ClC1=C(C#N)C=CC(=C1)N1C(CCC1)=O (2-chloro-4-(2-oxopyrrolidin-1-yl)benzonitrile). As a reaction SMILES: [Cl:1][C:2]1[CH:9]=[C:8](F)[CH:7]=[CH:6][C:3]=1[C:4]#[N:5].[NH:11]1[CH2:15][CH2:14][CH2:13][C:12]1=[O:16].C(=O)([O-])[O-].[Cs+].[Cs+]>CN(C=O)C.C(OCC)(=O)C>[Cl:1][C:2]1[CH:9]=[C:8]([N:11]2[CH2:15][CH2:14][CH2:13][C:12]2=[O:16])[CH:7]=[CH:6][C:3]=1[C:4]#[N:5] |f:2.3.4|. Procedure: A mixture of 500 mg of 2-chloro-4-florobenzonitrile, 821 mg of 2-pyrrolidinone and 3 g of cesium carbonate in 5 mL of DMF was heated to 100° C. in a sealed microwave reactor for 15 min. The reaction mixture was diluted with ethyl acetate, washed with H2O, dried (MgSO4) and evaporated. Purified by silica gel chromatography (20-80% ethyl acetate/hexane) to afford 2-chloro-4-(2-oxopyrrolidin-1-yl)benzonitrile. 890 mg of 2-chloro-4-(2-oxopyrrolidin-1-yl)benzonitrile was reacted via Procedure T to gi...